This data is from the Open Reaction Database (ORD), a public repository of structured organic reaction records. The task is: describe an organic reaction: reactants, conditions, products, and yield Starting materials: [BH3-]C#N.[Na+] (NaBH3CN), COC(\C=C\C=1C=CC2=C(C(NC3(CN(CCC3)C(=O)OC(C)(C)C)O2)=O)C1)=O ((±)-(E)-3-{1′-tert-butoxycarbonyl-3,4-dihydro-4-oxo-spiro[2H-(1,3)-benzoxazine-2,3′-piperidin]-6-yl}-acrylic acid methyl ester), C1(=CC=CC=C1)CC=O (phenylacetaldehyde). Product: COC(\C=C\C=1C=CC2=C(C(NC3(CN(CCC3)CCC3=CC=CC=C3)O2)=O)C1)=O ((±)-(E)-3-{1′-(2-Phenyl-ethyl)-3,4-dihydro-4-oxo-spiro[2H-(1,3)-benzoxazine-2,3′-piperidin]-6-yl}-acrylic acid methyl ester), solid. As a reaction SMILES: [CH3:1][O:2][C:3](=[O:29])/[CH:4]=[CH:5]/[C:6]1[CH:7]=[CH:8][C:9]2[O:26][C:13]3([CH2:18][CH2:17][CH2:16][N:15]([C:19](OC(C)(C)C)=O)[CH2:14]3)[NH:12][C:11](=[O:27])[C:10]=2[CH:28]=1.[C:30]1([CH2:36]C=O)[CH:35]=[CH:34][CH:33]=[CH:32][CH:31]=1.[BH3-]C#N.[Na+]>>[CH3:1][O:2][C:3](=[O:29])/[CH:4]=[CH:5]/[C:6]1[CH:7]=[CH:8][C:9]2[O:26][C:13]3([CH2:18][CH2:17][CH2:16][N:15]([CH2:19][CH2:36][C:30]4[CH:35]=[CH:34][CH:33]=[CH:32][CH:31]=4)[CH2:14]3)[NH:12][C:11](=[O:27])[C:10]=2[CH:28]=1 |f:2.3|. Procedure details: (±)-(E)-3-{1′-(2-Phenyl-ethyl)-3,4-dihydro-4-oxo-spiro[2H-(1,3)-benzoxazine-2,3′-piperidin]-6-yl}-acrylic acid methyl ester was synthesized starting from Intermediate 5 (339 mg, 1.00 mmol), according to the procedure described in Example 40, Step A, using phenylacetaldehyde (0.13 ml, 1.2 mmol) and NaBH3CN (63 mg, 1.2 mmol). The product was obtained as a yellow solid (320 mg). Starting materials: Cn1ncc([N+](=O)[O-])c1N1CCNC(C(F)(F)F)C1, CO, [Cl-], [NH4+], O, [Zn]. Product: Cn1ncc(N)c1N1CCNC(C(F)(F)F)C1. Reaction SMILES: [CH3:1][n:2]1[n:3][cH:4][c:5]([N+:17]([O-:18])=[O:19])[c:6]1[N:7]1[CH2:8][CH:9]([C:13]([F:14])([F:15])[F:16])[NH:10][CH2:11][CH2:12]1.[CH3:22][OH:23].[Cl-:20].[NH4+:21].[OH2:24].[Zn:25]>>[CH3:1][n:2]1[n:3][cH:4][c:5]([NH2:17])[c:6]1[N:7]1[CH2:8][CH:9]([C:13]([F:14])([F:15])[F:16])[NH:10][CH2:11][CH2:12]1. Starting materials: C(C)(C)(C)OC(=O)N1CCC(CC1)O (4-Hydroxy-piperidine-1-carboxylic acid tert-butyl ester), CC(C)([O-])C.[K+] (potassium tert-butoxide), ClC1=NC(=NC=N1)N1CCC2=CC(=CC=C12)S(=O)(=O)C (1-(4-Chloro-[1,3,5]-triazin-2-yl)-5-methanesulfonyl-2,3-dihydro-1H-indole). Run in C1CCOC1 (THF). Run at time 3 hour. Product: C(C)(C)(C)OC(=O)N1CCC(CC1)OC1=NC=NC(=N1)N1CCC2=CC(=CC=C12)S(=O)(=O)C (4-[4-(5-Methanesulfonyl-2,3-dihydro-indol-1-yl)-[1,3,5]-triazin-2-yloxy]-piperidine-1-carboxylic acid tert-butyl ester). RXN SMILES: Cl[C:2]1[N:7]=[CH:6][N:5]=[C:4]([N:8]2[C:16]3[C:11](=[CH:12][C:13]([S:17]([CH3:20])(=[O:19])=[O:18])=[CH:14][CH:15]=3)[CH2:10][CH2:9]2)[N:3]=1.[C:21]([O:25][C:26]([N:28]1[CH2:33][CH2:32][CH:31]([OH:34])[CH2:30][CH2:29]1)=[O:27])([CH3:24])([CH3:23])[CH3:22].CC(C)([O-])C.[K+]>C1COCC1>[C:21]([O:25][C:26]([N:28]1[CH2:33][CH2:32][CH:31]([O:34][C:2]2[N:3]=[C:4]([N:8]3[C:16]4[C:11](=[CH:12][C:13]([S:17]([CH3:20])(=[O:19])=[O:18])=[CH:14][CH:15]=4)[CH2:10][CH2:9]3)[N:5]=[CH:6][N:7]=2)[CH2:30][CH2:29]1)=[O:27])([CH3:24])([CH3:22])[CH3:23] |f:2.3|. Reported procedure: 11a was dissolved in THF. 4-Hydroxy-piperidine-1-carboxylic acid tert-butyl ester (40 mg, 1 eq) and potassium tert-butoxide (22 mg, 1 eq) were added and the mixture was stirred at room temperature for 3 h, then was quenched with water. The mixture was extracted with ethyl acetate twice, and the organic layer was washed with water and dried over sodium sulfate. The solvent was evaporated and the residue taken up in methanol and dichloromethane and purified by preparative HPLC to give 11-1, LCMS 4... Reactants: C(C(=O)Cl)(=O)Cl (Oxalyl chloride), CN(C)C=O (DMF), C(C1=CC=CC=C1)OC(=O)N1[C@@H](CC1)C(=O)O ((2S)-1-(benzyloxycarbonyl)azetidine-2-carboxylic acid). Run in ClCCl (dichloromethane). Run at temperature -5 celsius, time 3 hour. Product: C(C1=CC=CC=C1)OC(=O)N1[C@@H](CC1)C(=O)Cl ((2S)-1-(Benzyloxycarbonyl)azetidine-2-carboxylic acid chloride). Reaction SMILES: [CH2:1]([O:8][C:9]([N:11]1[CH2:14][CH2:13][C@H:12]1[C:15]([OH:17])=O)=[O:10])[C:2]1[CH:7]=[CH:6][CH:5]=[CH:4][CH:3]=1.C(Cl)(=O)C([Cl:21])=O.CN(C=O)C>ClCCl>[CH2:1]([O:8][C:9]([N:11]1[CH2:14][CH2:13][C@H:12]1[C:15]([Cl:21])=[O:17])=[O:10])[C:2]1[CH:7]=[CH:6][CH:5]=[CH:4][CH:3]=1. Reported procedure: (2S)-1-(benzyloxycarbonyl)azetidine-2-carboxylic acid (729.3 mg, 3.10 mmol, 1.0 eq) was dissolved in dry dichloromethane (15 mL) and cooled to about −5° C. under argon. Oxalyl chloride (380 μL, 4.36 mmol, 1.4 eq) and a drop of DMF were added to the solution. The mixture was warmed to reflux temperature with stirring over about a 3 hour period. After cooling, the mixture was concentrated and used in Reference Example 16. Reactants: C1(=CC=CC=C1)N1N=NC(=C1O)C(=O)OCC (1-phenyl-4-ethoxycarbonyl-5-hydroxy-1,2,3,-triazole), P(Cl)(Cl)(Cl)(Cl)Cl (phosphorus pentachloride), Cl (hydrogen chloride). Reaction conditions: temperature 70 celsius. The product is C1(=CC=CC=C1)N1N=NC(=C1Cl)C(=O)OCC (1-phenyl-4-ethoxycarbonyl-5-chloro-1,2,3-triazole). Reaction SMILES: [C:1]1([N:7]2[C:11](O)=[C:10]([C:13]([O:15][CH2:16][CH3:17])=[O:14])[N:9]=[N:8]2)[CH:6]=[CH:5][CH:4]=[CH:3][CH:2]=1.P(Cl)(Cl)(Cl)(Cl)[Cl:19].Cl>>[C:1]1([N:7]2[C:11]([Cl:19])=[C:10]([C:13]([O:15][CH2:16][CH3:17])=[O:14])[N:9]=[N:8]2)[CH:6]=[CH:5][CH:4]=[CH:3][CH:2]=1. Reported procedure: 11.65 g of 20A was mixed with 13.8 g of phosphorus pentachloride, and the mixture was slowly heated to ca. 70° C., when vigorous reaction occurred. When reaction had subsided, heating was continued until evolution of hydrogen chloride ceased (about 1 hour), after which phosphoryl chloride was removed in vacuo, and the residue chromatographically purified to yield 1-phenyl-4-ethoxycarbonyl-5-chloro-1,2,3-triazole (20B), as a solid, m.p.: 80°-81° C.